From a dataset of the Open Reaction Database (ORD), a public repository of structured organic reaction records. describe an organic reaction: reactants, conditions, products, and yield Starting materials: CN(CC(=O)N1CC(CC1)OC1=C(C=CC(=C1)F)NC=1C2=C(N=CN1)SC(=C2C)C(=O)O)C (4-{2-[1-(2-Dimethylamino-acetyl)-pyrrolidin-3-yloxy]-4-fluoro-phenylamino}-5-methyl-thieno[2,3-d]pyrimidine-6-carboxylic acid), N (ammonia). Solvent: CO (methanol). Product: CN(CC(=O)N1CC(CC1)OC1=C(C=CC(=C1)F)NC=1C2=C(N=CN1)SC(=C2C)C(=O)N)C (4-{2-[1-(2-Dimethylamino-acetyl)-pyrrolidin-3-yloxy]-4-fluoro-phenylamino}-5-methyl-thieno[2,3-d]pyrimidine-6-carboxylic acid amide). Reaction SMILES: [CH3:1][N:2]([CH3:33])[CH2:3][C:4]([N:6]1[CH2:10][CH2:9][CH:8]([O:11][C:12]2[CH:17]=[C:16]([F:18])[CH:15]=[CH:14][C:13]=2[NH:19][C:20]2[C:21]3[C:28]([CH3:29])=[C:27]([C:30]([OH:32])=O)[S:26][C:22]=3[N:23]=[CH:24][N:25]=2)[CH2:7]1)=[O:5].[NH3:34]>CO>[CH3:33][N:2]([CH3:1])[CH2:3][C:4]([N:6]1[CH2:10][CH2:9][CH:8]([O:11][C:12]2[CH:17]=[C:16]([F:18])[CH:15]=[CH:14][C:13]=2[NH:19][C:20]2[C:21]3[C:28]([CH3:29])=[C:27]([C:30]([NH2:34])=[O:32])[S:26][C:22]=3[N:23]=[CH:24][N:25]=2)[CH2:7]1)=[O:5]. Procedure details: Prepared analogously to example 1.4 from 4-{2-[1-(2-Dimethylamino-acetyl)-pyrrolidin-3-yloxy]-4-fluoro-phenylamino}-5-methyl-thieno[2,3-d]pyrimidine-6-carboxylic acid and ammonia in methanol.